From a dataset of the Open Reaction Database (ORD), a public repository of structured organic reaction records. describe an organic reaction: reactants, conditions, products, and yield Conditions: temperature 7.5 celsius, time 1 hour. Procedure details: To a 250-mL three-necked round bottom flask, with mechanical stirring, was charged 4.8 g (56.8 mmol) of sodium bicarbonate followed by 48 mL water. To this stirred solution was charged (2S,4S)-1-tert-butyl 2-methyl 4-aminopyrrolidine-1,2-dicarboxylate hydrochloride A (4 g, 14.2 mmol; prepared from commercially available methyl 4-aminopyrrolidine-2-carboxylate) and EtOAc (40 mL) (two hazy layers observed). The reaction mixture was cooled to 5-10° C. with an ice-bath. Benzoyl chloride (2.0 g, 14.2... Reactants: NC1CC(NC1)C(=O)OC (methyl 4-aminopyrrolidine-2-carboxylate), C(C1=CC=CC=C1)(=O)Cl (Benzoyl chloride), C([O-])(O)=O.[Na+] (sodium bicarbonate), Cl.N[C@H]1C[C@H](N(C1)C(=O)OC(C)(C)C)C(=O)OC ((2S,4S)-1-tert-butyl 2-methyl 4-aminopyrrolidine-1,2-dicarboxylate hydrochloride), C(C1=CC=CC=C1)(=O)Cl (benzoyl chloride). Product: C(C1=CC=CC=C1)(=O)N[C@H]1C[C@H](N(C1)C(=O)OC(C)(C)C)C(=O)OC ((2S,4S)-1-tert-butyl 2-methyl 4-benzamidopyrrolidine-1,2-dicarboxylate), solid. Isolated yield 98.2%. Solvent: CCOC(=O)C (EtOAc), O (water), CCOC(=O)C (EtOAc). Reaction SMILES: C(=O)(O)[O-].[Na+].Cl.[NH2:7][C@@H:8]1[CH2:12][N:11]([C:13]([O:15][C:16]([CH3:19])([CH3:18])[CH3:17])=[O:14])[C@H:10]([C:20]([O:22][CH3:23])=[O:21])[CH2:9]1.NC1CNC(C(OC)=O)C1.[C:34](Cl)(=[O:41])[C:35]1[CH:40]=[CH:39][CH:38]=[CH:37][CH:36]=1>CCOC(C)=O.O>[C:34]([NH:7][C@@H:8]1[CH2:12][N:11]([C:13]([O:15][C:16]([CH3:17])([CH3:18])[CH3:19])=[O:14])[C@H:10]([C:20]([O:22][CH3:23])=[O:21])[CH2:9]1)(=[O:41])[C:35]1[CH:40]=[CH:39][CH:38]=[CH:37][CH:36]=1 |f:0.1,2.3|. The reactants are ClC=1C(=NC=CC1)N1N=C(C=C1C(=O)O)C(F)(F)F (1-(3-chloro-2-pyridinyl)-3-(trifluoromethyl)-1H-pyrazole-5-carboxylic acid), C(C(=O)Cl)(=O)Cl (oxalyl chloride), N1=CC=CC=C1 (pyridine), C(C)(C)N (isopropylamine), ClC1=CC2=C(NC(OC2=O)=O)C(=N1)Cl (6,8-dichloro-2H-pyrido[3,4-d][1,3]oxazine-2,4(1H)-dione). The reagents and catalysts are CN(C)C=O (DMF). Solvent: ClCCl (dichloromethane), C(C)#N (acetonitrile). Conditions: temperature 70 celsius, time 1 hour. The product is ClC1=NC(=CC(=C1NC(=O)C1=CC(=NN1C1=NC=CC=C1Cl)C(F)(F)F)C(=O)NC(C)C)Cl (2,6-dichloro-3-[[[1-(3-chloro-2-pyridinyl)-3-(trifluoromethyl)-1H-pyrazol-5-yl]carbonyl]amino]-N-(1-methylethyl)-4-pyridinecarboxamide). The yield is 52.1%. Reaction SMILES: [Cl:1][C:2]1[C:3]([N:8]2[C:12]([C:13]([OH:15])=O)=[CH:11][C:10]([C:16]([F:19])([F:18])[F:17])=[N:9]2)=[N:4][CH:5]=[CH:6][CH:7]=1.C(Cl)(=O)C(Cl)=O.[Cl:26][C:27]1[N:38]=[C:37]([Cl:39])[C:30]2[NH:31]C(=O)O[C:34](=[O:35])[C:29]=2[CH:28]=1.N1C=CC=CC=1.[CH:46]([NH2:49])([CH3:48])[CH3:47]>ClCCl.CN(C=O)C.C(#N)C>[Cl:39][C:37]1[C:30]([NH:31][C:13]([C:12]2[N:8]([C:3]3[C:2]([Cl:1])=[CH:7][CH:6]=[CH:5][N:4]=3)[N:9]=[C:10]([C:16]([F:19])([F:18])[F:17])[CH:11]=2)=[O:15])=[C:29]([C:34]([NH:49][CH:46]([CH3:48])[CH3:47])=[O:35])[CH:28]=[C:27]([Cl:26])[N:38]=1. Reported procedure: To a solution of 268 mg (0.92 mmol) of 1-(3-chloro-2-pyridinyl)-3-(trifluoromethyl)-1H-pyrazole-5-carboxylic acid (from Step F) in 5 mL of dichloromethane was added 160 μL (1.84 mmol) of oxalyl chloride and two drops of DMF in sequence at room temperature. The mixture was then stirred at the same temperature for 1 hour. The crude mixture was then concentrated in vacuo. The resulting mixture was dissolved with 5 mL of acetonitrile followed by additions of 280 mg (0.92 mmol) of the compound prepar... Reactants: CCOC(=O)C=Cc1cccc(-c2ccc(C)cc2)n1, CO, [Na+], [OH-]. Product: Cc1ccc(-c2cccc(C=CC(=O)O)n2)cc1. RXN SMILES: [CH3:1][c:2]1[cH:3][cH:4][c:5](-[c:8]2[cH:9][cH:10][cH:11][c:12]([CH:14]=[CH:15][C:16](=[O:17])[O:18][CH2:19][CH3:20])[n:13]2)[cH:6][cH:7]1.[CH3:23][OH:24].[Na+:22].[OH-:21]>>[CH3:1][c:2]1[cH:3][cH:4][c:5](-[c:8]2[cH:9][cH:10][cH:11][c:12]([CH:14]=[CH:15][C:16](=[O:17])[OH:18])[n:13]2)[cH:6][cH:7]1. Starting materials: C1CCOC1, CCOC(C)=O, [Cl-], CI, Nc1c(Cl)cccc1Cl, [NH4+]. Yields the product CNc1c(Cl)cccc1Cl. Reaction SMILES: [CH2:20]1[O:21][CH2:22][CH2:23][CH2:24]1.[CH3:14][CH2:15][O:16][C:17](=[O:18])[CH3:19].[Cl-:12].[I:10][CH3:11].[NH2:1][c:2]1[c:3]([Cl:4])[cH:5][cH:6][cH:7][c:8]1[Cl:9].[NH4+:13]>>[NH:1]([c:2]1[c:3]([Cl:4])[cH:5][cH:6][cH:7][c:8]1[Cl:9])[CH3:14]. Starting materials: FC=1C=C2C(=CN(C2=CC1)S(=O)(=O)C)C(=O)OC(C)(C)C (tert-butyl 5-fluoro-1-(methylsulfonyl)-1H-indole-3-carboxylate), Cl (HCl). Run in CCOC(=O)C (EtOAc). Run at time 2 hour. The product is FC=1C=C2C(=CN(C2=CC1)S(=O)(=O)C)C(=O)O (5-Fluoro-1-(methylsulfonyl)-1H-indole-3-carboxylic acid). RXN SMILES: [F:1][C:2]1[CH:3]=[C:4]2[C:8](=[CH:9][CH:10]=1)[N:7]([S:11]([CH3:14])(=[O:13])=[O:12])[CH:6]=[C:5]2[C:15]([O:17]C(C)(C)C)=[O:16].Cl>CCOC(C)=O>[F:1][C:2]1[CH:3]=[C:4]2[C:8](=[CH:9][CH:10]=1)[N:7]([S:11]([CH3:14])(=[O:13])=[O:12])[CH:6]=[C:5]2[C:15]([OH:17])=[O:16]. Reported procedure: A mixture of tert-butyl 5-fluoro-1-(methylsulfonyl)-1H-indole-3-carboxylate (150 mg, 0.479 mmol) and conc. HCl (0.2 ml, 2.394 mmol) in EtOAc (10 ml) was stirred at RT for 2 h. The mixture was then partially concentrated, and the resulting precipitate was collected by filtration, washed with EtOAc and dried in vacuo to afford the title compound as a white solid, which was used without further purification. Starting materials: FC1=CC=C(C=C1)C(=O)C1=C(C=CC=C1)Cl (o-chlorophenyl p-fluorophenyl ketone), O (water), [H-].[Na+] (sodium hydride), [I-].C[S+](=O)(C)C (trimethyl oxosulphonium iodide). The solvent is CS(=O)C (DMSO), CS(=O)C (dimethylsulphoxide). Product: dimethyl oxosulphonium methylide, ClC1=C(C=CC=C1)C1(CO1)C1=CC=C(C=C1)F (1-o-chlorophenyl-1-p-fluorophenyl ethylene oxide). The yield is 90.0%. As a reaction SMILES: [H-].[Na+].[I-].[CH3:4][S+](C)(C)=O.[F:9][C:10]1[CH:15]=[CH:14][C:13]([C:16]([C:18]2[CH:23]=[CH:22][CH:21]=[CH:20][C:19]=2[Cl:24])=[O:17])=[CH:12][CH:11]=1.O>CS(C)=O>[Cl:24][C:19]1[CH:20]=[CH:21][CH:22]=[CH:23][C:18]=1[C:16]1([C:13]2[CH:12]=[CH:11][C:10]([F:9])=[CH:15][CH:14]=2)[O:17][CH2:4]1 |f:0.1,2.3|. Procedure: A solution of dimethyl oxosulphonium methylide was prepared under nitrogen from sodium hydride (0.03 mol) and powdered trimethyl oxosulphonium iodide (0.03 mol) in dry dimethylsulphoxide (DMSO; 30 ml). A solution of o-chlorophenyl p-fluorophenyl ketone (0.025 mol) in DMSO (10 ml) was added dropwise at room temperature. The solution was then heated at 50° for 11/2 hours, cooled to room temperature and poured into water. The solution was extracted with diethyl ether (100 ml), washed with water (3×... The reactants are Brc1nccs1, CC(C)(C)OC(=O)N1CCC(=O)CC1, CCOCC, [Li]CCCC, O. Yields the product CC(C)(C)OC(=O)N1CCC(O)(c2nccs2)CC1. Reaction SMILES: [Br:1][c:2]1[s:3][cH:4][cH:5][n:6]1.[C:12]([CH3:13])([CH3:14])([CH3:15])[O:16][C:17](=[O:18])[N:19]1[CH2:20][CH2:21][C:22](=[O:25])[CH2:23][CH2:24]1.[CH3:27][CH2:28][O:29][CH2:30][CH3:31].[CH3:7][CH2:8][CH2:9][CH2:10][Li:11].[OH2:26]>>[c:2]1([C:22]2([OH:25])[CH2:21][CH2:20][N:19]([C:17]([O:16][C:12]([CH3:13])([CH3:14])[CH3:15])=[O:18])[CH2:24][CH2:23]2)[s:3][cH:4][cH:5][n:6]1. Starting materials: CC1=CC=C(CC2CCN(CC2)CCOC2=CC=C(C=C2)[N+](=O)[O-])C=C1 (4-(4-methylbenzyl)-1-[2-(4-nitrophenoxy)ethyl]piperidine). Solvent: CCO (EtOH). Product: stannous chloride dihydrate, NC1=CC=C(OCCN2CCC(CC2)CC2=CC=C(C=C2)C)C=C1 (1-[2-(4-Aminophenoxy)ethyl]-4-(4-methylbenzyl)piperidine). Yield: 84.0%. Reaction SMILES: [CH3:1][C:2]1[CH:26]=[CH:25][C:5]([CH2:6][CH:7]2[CH2:12][CH2:11][N:10]([CH2:13][CH2:14][O:15][C:16]3[CH:21]=[CH:20][C:19]([N+:22]([O-])=O)=[CH:18][CH:17]=3)[CH2:9][CH2:8]2)=[CH:4][CH:3]=1>CCO>[NH2:22][C:19]1[CH:18]=[CH:17][C:16]([O:15][CH2:14][CH2:13][N:10]2[CH2:11][CH2:12][CH:7]([CH2:6][C:5]3[CH:4]=[CH:3][C:2]([CH3:1])=[CH:26][CH:25]=3)[CH2:8][CH2:9]2)=[CH:21][CH:20]=1. Procedure details: From a mixture of 4-(4-methylbenzyl)-1-[2-(4-nitrophenoxy)ethyl]piperidine (1.80 g, 5.2 mmol), stannous chloride dihydrate (7.40 g, 32.8 mmol) in EtOH (50 mL) was obtained 1.43 g (84%) of the title compound as a viscous oil. 1H NMR (CDCl3): 1.25-1.38 (m, 2H), 1.36-1.56 (m, 1H), 1.61-1.65 (m, 2H), 1.98-2.05 (m, 2H), 2.315 (s, 3H), 2.490 (d, 2H, J=7), 2.726 (t, 2H, J=6), 2.94-2.98 (m, 2H), 3.316 (bs, 2H), 4.015 (t, 2H, J=6), 6.681 (AB, 2H, J=9), 7.056 (AB, 4H, J=9).